This data is from the Open Reaction Database (ORD), a public repository of structured organic reaction records. The task is: describe an organic reaction: reactants, conditions, products, and yield The reactants are CC(C)(C)c1ccc(OCC2CO2)cc1, O=C1C(=O)c2ccc(F)cc2C2=C1SCC1(CCNCC1)O2. The product is CC(C)(C)c1ccc(OCC(O)CN2CCC3(CC2)CSC2=C(O3)c3cc(F)ccc3C(=O)C2=O)cc1. As a reaction SMILES: [C:23]([CH3:24])([CH3:25])([CH3:26])[c:27]1[cH:28][cH:29][c:30]([O:31][CH2:32][CH:33]2[O:34][CH2:35]2)[cH:36][cH:37]1.[F:1][c:2]1[cH:3][cH:4][c:5]2[c:19]([cH:20]1)[C:9]1=[C:8]([C:7](=[O:21])[C:6]2=[O:22])[S:13][CH2:12][C:11]2([O:10]1)[CH2:14][CH2:15][NH:16][CH2:17][CH2:18]2>>[F:1][c:2]1[cH:3][cH:4][c:5]2[c:19]([cH:20]1)[C:9]1=[C:8]([C:7](=[O:21])[C:6]2=[O:22])[S:13][CH2:12][C:11]2([O:10]1)[CH2:14][CH2:15][N:16]([CH2:35][CH:33]([CH2:32][O:31][c:30]1[cH:29][cH:28][c:27]([C:23]([CH3:24])([CH3:25])[CH3:26])[cH:37][cH:36]1)[OH:34])[CH2:17][CH2:18]2. The reactants are C(C)[Li] (Ethyl lithium), C1=CC=CC=C1.C1CCCCC1 (benzene cyclohexane), [N+](=O)([O-])C1=CC=CC2=C1N=C(CO2)C2=NC=CC=C2 (5-nitro-3-pyridin-2-yl-2H-1,4-benzoxazine). The solvent is O1CCCC1 (tetrahydrofuran). Conditions: temperature -78 celsius, time 1 hour. The product is C(C)C1(COC2=C(N1)C(=CC=C2)[N+](=O)[O-])C2=NC=CC=C2 (3-ethyl-5-nitro-3-pyridin-2-yl-3,4-dihydro-2H-1,4-benzoxazine). RXN SMILES: [CH2:1]([Li])[CH3:2].C1C=CC=CC=1.C1CCCCC1.[N+:16]([C:19]1[C:24]2[N:25]=[C:26]([C:29]3[CH:34]=[CH:33][CH:32]=[CH:31][N:30]=3)[CH2:27][O:28][C:23]=2[CH:22]=[CH:21][CH:20]=1)([O-:18])=[O:17]>O1CCCC1>[CH2:1]([C:26]1([C:29]2[CH:34]=[CH:33][CH:32]=[CH:31][N:30]=2)[NH:25][C:24]2[C:19]([N+:16]([O-:18])=[O:17])=[CH:20][CH:21]=[CH:22][C:23]=2[O:28][CH2:27]1)[CH3:2] |f:1.2|. Procedure: 0.5 M Ethyl lithium in benzene-cyclohexane (1.8 mL, 0.88 mmol) was added drop-wise to a solution of 5-nitro-3-pyridin-2-yl-2H-1,4-benzoxazine (0.025 g, 0.88 mmol) in tetrahydrofuran (4 mL), cooled to −78° C. The reaction was stirred for 1 h at −78° C. and was then quenched with methanol. The reaction mixture was partitioned between ethyl acetate and water, and the organic layer was washed with brine, dried over magnesium sulfate, filtered, and concentrated to give crude product. The product was ...